From a dataset of the Open Reaction Database (ORD), a public repository of structured organic reaction records. describe an organic reaction: reactants, conditions, products, and yield The reactants are NC1=C(C=C(C(=O)N)C=C1)C (4-amino-3-methylbenzamide), COC1=CC=C(C=C1)C(CCC(CCC(CCC)=O)=O)=O (1-(4-methoxy-phenyl)-decane-1,4,7-trione), O.C1(=CC=C(C=C1)S(=O)(=O)O)C (p-toluenesulfonic acid monohydrate). Run in C(C)O (ethanol). Product: C(C)OC(CCC=1N(C(=CC1)C1=CC=C(C=C1)OC)C1=C(C=C(C=C1)C(N)=O)C)=O (3-[1-(4-carbamoyl-2-methyl-phenyl)-5-(4-methoxy-phenyl)-1H-pyrrol-2-yl]propanoic acid ethyl ester). The yield is 301.4%. As a reaction SMILES: [NH2:1][C:2]1[CH:10]=[CH:9][C:5]([C:6]([NH2:8])=[O:7])=[CH:4][C:3]=1[CH3:11].[CH3:12][O:13][C:14]1[CH:19]=[CH:18][C:17]([C:20](=O)[CH2:21][CH2:22][C:23](=O)[CH2:24][CH2:25][C:26](=[O:30])CCC)=[CH:16][CH:15]=1.[OH2:33].[C:34]1([CH3:44])C=CC(S(O)(=O)=O)=CC=1>C(O)C>[CH2:34]([O:33][C:26](=[O:30])[CH2:25][CH2:24][C:23]1[N:1]([C:2]2[CH:10]=[CH:9][C:5]([C:6](=[O:7])[NH2:8])=[CH:4][C:3]=2[CH3:11])[C:20]([C:17]2[CH:16]=[CH:15][C:14]([O:13][CH3:12])=[CH:19][CH:18]=2)=[CH:21][CH:22]=1)[CH3:44] |f:2.3|. Reported procedure: 4-amino-3-methylbenzamide (180 mg, 1.2 mmol) was added to a solution 1-(4-methoxy-phenyl)-decane-1,4,7-trione (350 mg, 1.2 mmol) in ethanol (6 mL), followed by the addition of p-toluenesulfonic acid monohydrate (abbreviated TsOH or pTsOH) (23 mg, 0.12 mmol). The reaction mixture was heated under reflux for 16 h, and the solvent removed in vacuo to obtain a crude product which upon purification by silica gel flash chromatography, gives 3-[1-(4-carbamoyl-2-methyl-phenyl)-5-(4-methoxy-phenyl)-1H-py... Run at temperature 100 celsius. Yields the product O[C@H]1CC[C@H](CC1)NC=1C(=NC2=CC=CC(=C2N1)C1=CC=2C(NCCC2N1)=O)C (2-(3-((cis-4-hydroxycyclohexyl)amino)-2-methylquinoxalin-5-yl)-6,7-dihydro-1H-pyrrolo[3,2-c]pyridin-4(5H)-one). Isolated yield 26.0%. Reported procedure: Prepared similarly to that described in Example 131 using 2-(3-fluoro-2-methylquinoxalin-5-yl)-6,7-dihydro-1H-pyrrolo[3,2-c]pyridin-4(5H)-one (Example 126; 41 mg, 0.138 mmol), cis-4-aminocyclohexanol (42.0 mg, 0.277 mmol, J&W Pharmlab, Levittown, Pa.), and DIPEA (121 μl, 0.692 mmol), heating at 100° C. for 1 h. Purification by silica gel (100% DCM to 10% MeOH/DCM) provided 2-(3-((cis-4-hydroxycyclohexyl)amino)-2-methylquinoxalin-5-yl)-6,7-dihydro-1H-pyrrolo[3,2-c]pyridin-4(5H)-one (26% yield). 1... Starting materials: FC=1C(=NC2=CC=CC(=C2N1)C1=CC=2C(NCCC2N1)=O)C (2-(3-fluoro-2-methylquinoxalin-5-yl)-6,7-dihydro-1H-pyrrolo[3,2-c]pyridin-4(5H)-one), N[C@H]1CC[C@H](CC1)O (cis-4-aminocyclohexanol), CCN(C(C)C)C(C)C (DIPEA). RXN SMILES: F[C:2]1[C:3]([CH3:22])=[N:4][C:5]2[C:10]([N:11]=1)=[C:9]([C:12]1[NH:20][C:19]3[CH2:18][CH2:17][NH:16][C:15](=[O:21])[C:14]=3[CH:13]=1)[CH:8]=[CH:7][CH:6]=2.[NH2:23][C@@H:24]1[CH2:29][CH2:28][C@H:27]([OH:30])[CH2:26][CH2:25]1.CCN(C(C)C)C(C)C>>[OH:30][C@@H:27]1[CH2:28][CH2:29][C@H:24]([NH:23][C:2]2[C:3]([CH3:22])=[N:4][C:5]3[C:10]([N:11]=2)=[C:9]([C:12]2[NH:20][C:19]4[CH2:18][CH2:17][NH:16][C:15](=[O:21])[C:14]=4[CH:13]=2)[CH:8]=[CH:7][CH:6]=3)[CH2:25][CH2:26]1. Starting materials: CN1CCCC1=O, [Cl-], Clc1ccnc(Cl)c1Br, [NH4+], [Na+], O=C([O-])O, NC1CCC(c2ccccc2)CC1. Yields the product Clc1nccc(NC2CCC(c3ccccc3)CC2)c1Br. Reaction SMILES: [CH3:30][N:31]1[CH2:32][CH2:33][CH2:34][C:35]1=[O:36].[Cl-:23].[Cl:1][c:2]1[n:3][cH:4][cH:5][c:6]([Cl:9])[c:7]1[Br:8].[NH4+:24].[Na+:25].[OH:26][C:27](=[O:28])[O-:29].[c:10]1([CH:16]2[CH2:17][CH2:18][CH:19]([NH2:22])[CH2:20][CH2:21]2)[cH:11][cH:12][cH:13][cH:14][cH:15]1>>[Cl:1][c:2]1[n:3][cH:4][cH:5][c:6]([NH:22][CH:19]2[CH2:18][CH2:17][CH:16]([c:10]3[cH:11][cH:12][cH:13][cH:14][cH:15]3)[CH2:21][CH2:20]2)[c:7]1[Br:8]. Starting materials: C1(CCCCC1)CCC[C@H](CC(=O)OC(C)(C)C)C1=NC(=NO1)COS(=O)(=O)C1=CC=C(C=C1)C (tert-butyl(3R)-6-cyclohexyl-3-[3-({[(4-methylphenyl)sulfonyl]oxy}methyl)-1,2,4-oxadiazol-5-yl]hexanoate), NC(CC)CC (3-aminopentane). Yields the product C1(CCCCC1)CCC[C@H](CC(=O)OC(C)(C)C)C1=NC(=NO1)CNC(CC)CC (tert-butyl(3R)-6-cyclohexyl-3-(3-{[(1-ethylpropyl)amino]methyl}-1,2,4-oxadiazol-5-yl)hexanoate). Reaction SMILES: [CH:1]1([CH2:7][CH2:8][CH2:9][C@@H:10]([C:19]2[O:23][N:22]=[C:21]([CH2:24]OS(C3C=CC(C)=CC=3)(=O)=O)[N:20]=2)[CH2:11][C:12]([O:14][C:15]([CH3:18])([CH3:17])[CH3:16])=[O:13])[CH2:6][CH2:5][CH2:4][CH2:3][CH2:2]1.[NH2:36][CH:37]([CH2:40][CH3:41])[CH2:38][CH3:39]>>[CH:1]1([CH2:7][CH2:8][CH2:9][C@@H:10]([C:19]2[O:23][N:22]=[C:21]([CH2:24][NH:36][CH:37]([CH2:40][CH3:41])[CH2:38][CH3:39])[N:20]=2)[CH2:11][C:12]([O:14][C:15]([CH3:16])([CH3:18])[CH3:17])=[O:13])[CH2:2][CH2:3][CH2:4][CH2:5][CH2:6]1. Reported procedure: Method as for preparation 5 using tert-butyl(3R)-6-cyclohexyl-3-[3-({[(4-methylphenyl)sulfonyl]oxy}methyl)-1,2,4-oxadiazol-5-yl]hexanoate (preparation 177) (750 mg, 1.48 mmol) and 3-aminopentane (520 μl, 4.44 mmol) as starting materials. Reaction SMILES: [CH3:1][C@@H:2]1[N:5]([P:6](=[O:11])([O-:10])[O:7][CH2:8][CH3:9])[C:4](=[O:12])[C@H:3]1[NH:13]C(OC(C)(C)C)=O.[K].[F:22][C:23]([F:28])([F:27])[C:24]([OH:26])=[O:25]>C1(OC)C=CC=CC=1.C1(C)C=CC=CC=1>[F:22][C:23]([F:28])([F:27])[C:24]([OH:26])=[O:25].[NH2:13][C@H:3]1[C@H:2]([CH3:1])[N:5]([P:6](=[O:10])([OH:11])[O:7][CH2:8][CH3:9])[C:4]1=[O:12] |f:5.6,^1:20|. Solvent: C1(=CC=CC=C1)C (toluene), C1(=CC=CC=C1)OC (anisole). The product is FC(C(=O)O)(F)F.N[C@@H]1C(N([C@H]1C)P(OCC)(O)=O)=O ((3S-trans)-(3-Amino-4-methyl-2-oxo-1-azetidinyl)phosphonic acid, ethyl ester, trifluoroacetate salt). Reaction conditions: temperature -24 celsius, time 3 hour. Procedure: A suspension of (3S-trans)-[4-methyl-2-oxo-3-[[(1,1-dimethylethoxy)carbonyl]amino]-1-azetidinyl]phosphonic acid, ethyl ester, potassium salt (500 mg) in anisole (5 ml) was cooled to -24° C. in an ice-methanol bath, and trifluoroacetic acid (10 ml) was added. The mixture was stirred at -24° C. to -12° C. for 3 hours, diluted with dry toluene (25 ml), and solvent was removed in vacuo at or below 19° C. The residual oil was solidified and triturated several times with ether giving 815 mg of the tit... The reactants are C[C@H]1[C@@H](C(N1P(OCC)([O-])=O)=O)NC(=O)OC(C)(C)C ((3S-trans)-[4-methyl-2-oxo-3-[[(1,1-dimethylethoxy)carbonyl]amino]-1-azetidinyl]phosphonic acid, ethyl ester), [K] (potassium), FC(C(=O)O)(F)F (trifluoroacetic acid). The reactants are O1N=C(C=C1)NC[C@H]1CN(C(O1)=O)C1=CC(=C(C=C1)N1C[C@H](CC1)NC(C)=O)F (5(S)-Isoxazol-3-ylaminomethyl-3-(4-(3(S)-acetamidopyrrolidin-1-yl)-3-fluorophenyl)oxazolidin-2-one), Cl.N[C@@H]1CN(CC1)C1=C(C=C(C=C1)N1C(O[C@H](C1)CN(C(=O)OCC(Cl)(Cl)Cl)C1=NOC=C1)=O)F (3-(4-(3(S)-aminopyrrolidin-1-yl)-3-fluorophenyl)-5(R)-(N-(2,2,2-trichloroethyloxycarbonyl)isoxazol-3-ylaminomethyl)oxazolidin-2-one hydrochloride salt), ClC(=O)OC (methyl chloroformate). Yields the product COC(=O)N[C@@H]1CN(CC1)C1=C(C=C(C=C1)N1C(O[C@H](C1)CNC1=NOC=C1)=O)F (3-(4-(3(S)-Methoxycarbonylaminopyrrolidin-1-yl)-3-fluorophenyl)-5(S)-(isoxazol-3-ylaminomethyl)oxazolidin-2-one). As a reaction SMILES: O1C=CC(NC[C@@H:8]2[O:12][C:11](=[O:13])N(C3C=CC(N4CC[C@H](NC(=O)C)C4)=C(F)C=3)C2)=N1.Cl.[NH2:31][C@H:32]1[CH2:36][CH2:35][N:34]([C:37]2[CH:42]=[CH:41][C:40]([N:43]3[CH2:47][C@H:46]([CH2:48][N:49]([C:58]4[CH:62]=[CH:61][O:60][N:59]=4)C(OCC(Cl)(Cl)Cl)=O)[O:45][C:44]3=[O:63])=[CH:39][C:38]=2[F:64])[CH2:33]1.ClC(OC)=O>>[CH3:8][O:12][C:11]([NH:31][C@H:32]1[CH2:36][CH2:35][N:34]([C:37]2[CH:42]=[CH:41][C:40]([N:43]3[CH2:47][C@H:46]([CH2:48][NH:49][C:58]4[CH:62]=[CH:61][O:60][N:59]=4)[O:45][C:44]3=[O:63])=[CH:39][C:38]=2[F:64])[CH2:33]1)=[O:13] |f:1.2|. Procedure: Using essentially the method for the intermediate of Example 12, starting from 3-(4-(3(S)-aminopyrrolidin-1-yl)-3-fluorophenyl)-5(R)-(N-(2,2,2-trichloroethyloxycarbonyl)isoxazol-3-ylaminomethyl)oxazolidin-2-one hydrochloride salt (360 mg, 0.63 mM) and methyl chloroformate gave the desired product (280 mg).